This data is from the Open Reaction Database (ORD), a public repository of structured organic reaction records. The task is: describe an organic reaction: reactants, conditions, products, and yield The reactants are CCOC(=O)c1c[nH]n(-c2ccccc2Cl)c1=O, COS(=O)(=O)C(F)(F)F. Yields the product CCOC(=O)c1cn(C)n(-c2ccccc2Cl)c1=O. Reaction SMILES: [Cl:1][c:2]1[c:3](-[n:8]2[nH:9][cH:10][c:11]([C:14](=[O:15])[O:16][CH2:17][CH3:18])[c:12]2=[O:13])[cH:4][cH:5][cH:6][cH:7]1.[F:19][C:20]([F:21])([F:22])[S:23]([O:24][CH3:25])(=[O:26])=[O:27]>>[Cl:1][c:2]1[c:3](-[n:8]2[n:9]([CH3:20])[cH:10][c:11]([C:14](=[O:15])[O:16][CH2:17][CH3:18])[c:12]2=[O:13])[cH:4][cH:5][cH:6][cH:7]1. Reactants: C(C1=CC=CC=C1)Cl (Benzyl chloride), N1N=NC=C1 (1,2,3-Triazole), [I-].[Na+] (sodium iodide), [OH-].[Na+] (sodium hydroxide). Run in C1(=CC=CC=C1)C (toluene), C(C)(C)(CC)O (t-amyl alcohol), C(C)(C)(CC)O (t-amyl alcohol). Reaction conditions: time 1 hour. Product: C(C1=CC=CC=C1)N1N=NC=C1 (1-benzyl-1H-1,2,3-triazole), C(C1=CC=CC=C1)N1N=CC=N1 (2-benzyl-2H-1,2,3-triazole). Yield: 6.0%. Reaction SMILES: [NH:1]1[CH:5]=[CH:4][N:3]=[N:2]1.[I-].[Na+].[OH-].[Na+].[CH2:10](Cl)[C:11]1[CH:16]=[CH:15][CH:14]=[CH:13][CH:12]=1>C(O)(CC)(C)C.C1(C)C=CC=CC=1>[CH2:10]([N:1]1[CH:5]=[CH:4][N:3]=[N:2]1)[C:11]1[CH:16]=[CH:15][CH:14]=[CH:13][CH:12]=1.[CH2:10]([N:2]1[N:3]=[CH:4][CH:5]=[N:1]1)[C:11]1[CH:16]=[CH:15][CH:14]=[CH:13][CH:12]=1 |f:1.2,3.4|. Procedure details: 1,2,3-Triazole (1523 mg, 22.05 mmol), sodium iodide (2203 mg, 14.7 mmol) and sodium hydroxide (882 mg, 22.05 mmol) were added to t-amyl alcohol (5.8 ml), and the mixture was refluxed under stirring for 1 hour. Benzyl chloride (1861 mg, 14.7 mmol) was dissolved in t-amyl alcohol (5.8 ml) and added dropwise under reflux over 1 hour. The mixture was refluxed under stirring for 1 hour. The mixture was cooled to room temperature and toluene (50 ml) was added. The mixture was washed with water (50×2),...